Dataset: the Open Reaction Database (ORD), a public repository of structured organic reaction records. Task: describe an organic reaction: reactants, conditions, products, and yield The reactants are FC1=CC2=C(CCC3CC(N(N=C23)C2=CC=C(C=C2)O)=O)C=C1 (9-fluoro-2-(4-hydroxyphenyl)-4,4a,5,6-tetrahydrobenzo[h]cinnolin-3(2H)-one), CN(CCCCl)C (3-dimethylaminopropyl chloride). Yields the product FC1=CC2=C(CCC3CC(N(N=C23)C2=CC=C(C=C2)OCCCN(C)C)=O)C=C1 (9-fluoro-2-[4-(3-dimethylaminopropoxy)phenyl]-4,4a,5,6-tetrahydrobenzo[h]cinnolin-3(2H)-one). RXN SMILES: [F:1][C:2]1[CH:23]=[CH:22][C:5]2[CH2:6][CH2:7][CH:8]3[C:13]([C:4]=2[CH:3]=1)=[N:12][N:11]([C:14]1[CH:19]=[CH:18][C:17]([OH:20])=[CH:16][CH:15]=1)[C:10](=[O:21])[CH2:9]3.[CH3:24][N:25]([CH3:30])[CH2:26][CH2:27][CH2:28]Cl>>[F:1][C:2]1[CH:23]=[CH:22][C:5]2[CH2:6][CH2:7][CH:8]3[C:13]([C:4]=2[CH:3]=1)=[N:12][N:11]([C:14]1[CH:19]=[CH:18][C:17]([O:20][CH2:28][CH2:27][CH2:26][N:25]([CH3:30])[CH3:24])=[CH:16][CH:15]=1)[C:10](=[O:21])[CH2:9]3. Procedure details: By conducting reactions and treatments in the same manner as in Example 1 using 9-fluoro-2-(4-hydroxyphenyl)-4,4a,5,6-tetrahydrobenzo[h]cinnolin-3(2H)-one and 3-dimethylaminopropyl chloride, there is obtained 9-fluoro-2-[4-(3-dimethylaminopropoxy)phenyl]-4,4a,5,6-tetrahydrobenzo[h]cinnolin-3(2H)-one, m.p. 118°-120° C. The reactants are C12CN(CCC2O1)C(=O)OC(C)(C)C (tert-butyl 7-oxa-3-azabicyclo[4.1.0]heptane-3-carboxylate), C(C1=CC=CC=C1)N (BnNH2). The solvent is O (H2O). Product: C(C)(C)(C)OC(=O)N1CC(C(CC1)NCC1=CC=CC=C1)O (tert-butyl-4-(benzylamino)-3-hydroxypiperidine-1-carboxylate), C(C)(C)(C)OC(=O)N1CC(C(CC1)O)NCC1=CC=CC=C1 (tert-butyl-3-(benzylamino)-4-hydroxypiperidine-1-carboxylate). As a reaction SMILES: [CH:1]12[O:7][CH:6]1[CH2:5][CH2:4][N:3]([C:8]([O:10][C:11]([CH3:14])([CH3:13])[CH3:12])=[O:9])[CH2:2]2.[CH2:15]([NH2:22])[C:16]1[CH:21]=[CH:20][CH:19]=[CH:18][CH:17]=1>O>[C:11]([O:10][C:8]([N:3]1[CH2:4][CH2:5][CH:6]([NH:22][CH2:15][C:16]2[CH:21]=[CH:20][CH:19]=[CH:18][CH:17]=2)[CH:1]([OH:7])[CH2:2]1)=[O:9])([CH3:14])([CH3:13])[CH3:12].[C:11]([O:10][C:8]([N:3]1[CH2:4][CH2:5][CH:6]([OH:7])[CH:1]([NH:22][CH2:15][C:16]2[CH:21]=[CH:20][CH:19]=[CH:18][CH:17]=2)[CH2:2]1)=[O:9])([CH3:14])([CH3:13])[CH3:12]. Procedure details: To a solution of tert-butyl 7-oxa-3-azabicyclo[4.1.0]heptane-3-carboxylate (500 g, 2.5 mol) in H2O (5 L) was added BnNH2 (294 g, 2.75 mol) at room temperature. The mixture was heated to reflux overnight. The mixture was extracted with DCM (1 L), dried over sodium sulfate, and concentrated under reduced pressure to give tert-butyl-4-(benzylamino)-3-hydroxypiperidine-1-carboxylate and tert-butyl-3-(benzylamino)-4-hydroxypiperidine-1-carboxylate, which were used in the next step without further pur... Starting materials: C1(=CC=CC=C1)P(C1=C(C2=CC=CC=C2C=C1)C1=C(C=CC2=CC=CC=C12)P(C1=CC=CC=C1)C1=CC=CC=C1)C1=CC=CC=C1 (2,2′-Bis(diphenylphosphino)-1,1′-binaphthyl), FC(S(=O)(=O)OC1=C(C=C2C(CCOC2=C1)=O)Cl)(F)F (6-chloro-4-oxochroman-7-yl trifluoromethanesulfonate), C(=O)([O-])[O-].[Cs+].[Cs+] (Cs2CO3), N[C@@H]1C(N(CC1)C1CCN(CC1)C1=NC=C(C=N1)CC)=O ((S)-3-Amino-1-(1-(5-ethylpyrimidin-2-yl)piperidin-4-yl)pyrrolidin-2-one). Reagents/catalysts: C=1C=CC(=CC1)/C=C/C(=O)/C=C/C2=CC=CC=C2.C=1C=CC(=CC1)/C=C/C(=O)/C=C/C2=CC=CC=C2.C=1C=CC(=CC1)/C=C/C(=O)/C=C/C2=CC=CC=C2.[Pd].[Pd] (Pd2 dba3). Solvent: C1(=CC=CC=C1)C (toluene). Yields the product ClC=1C=C2C(CCOC2=CC1N[C@@H]1C(N(CC1)C1CCN(CC1)C1=NC=C(C=N1)CC)=O)=O ((S)-3-(6-chloro-4-oxochroman-7-ylamino)-1-(1-(5-ethylpyrimidin-2-yl)piperidin-4-yl)pyrrolidin-2-one). Isolated yield 5.0%. Reaction SMILES: [NH2:1][C@H:2]1[CH2:6][CH2:5][N:4]([CH:7]2[CH2:12][CH2:11][N:10]([C:13]3[N:18]=[CH:17][C:16]([CH2:19][CH3:20])=[CH:15][N:14]=3)[CH2:9][CH2:8]2)[C:3]1=[O:21].C1(P(C2C=CC=CC=2)C2C=CC3C(=CC=CC=3)C=2C2C3C(=CC=CC=3)C=CC=2P(C2C=CC=CC=2)C2C=CC=CC=2)C=CC=CC=1.FC(F)(F)S(O[C:74]1[CH:83]=[C:82]2[C:77]([C:78](=[O:84])[CH2:79][CH2:80][O:81]2)=[CH:76][C:75]=1[Cl:85])(=O)=O.C([O-])([O-])=O.[Cs+].[Cs+]>C1(C)C=CC=CC=1.C1C=CC(/C=C/C(/C=C/C2C=CC=CC=2)=O)=CC=1.C1C=CC(/C=C/C(/C=C/C2C=CC=CC=2)=O)=CC=1.C1C=CC(/C=C/C(/C=C/C2C=CC=CC=2)=O)=CC=1.[Pd].[Pd]>[Cl:85][C:75]1[CH:76]=[C:77]2[C:82](=[CH:83][C:74]=1[NH:1][C@H:2]1[CH2:6][CH2:5][N:4]([CH:7]3[CH2:12][CH2:11][N:10]([C:13]4[N:18]=[CH:17][C:16]([CH2:19][CH3:20])=[CH:15][N:14]=4)[CH2:9][CH2:8]3)[C:3]1=[O:21])[O:81][CH2:80][CH2:79][C:78]2=[O:84] |f:3.4.5,7.8.9.10.11|. Reported procedure: (S)-3-Amino-1-(1-(5-ethylpyrimidin-2-yl)piperidin-4-yl)pyrrolidin-2-one (Example 34, Steps A-D; 120 mg, 0.42 mmol) was dissolved in toluene (3 mL). 2,2′-Bis(diphenylphosphino)-1,1′-binaphthyl (26 mg, 0.042 mmol), 6-chloro-4-oxochroman-7-yl trifluoromethanesulfonate (206 mg, 0.62 mmol) and Cs2CO3 (162 mg, 0.498 mmol) were added and the reaction was bubbled through with nitrogen for 5 minutes. Pd2 dba3 (19.0 mg, 0.021 mmol) was added and the reaction plunged into 95° C. oil bath overnight. The rea... Reactants: O (water), FC1=CC=C(C=N1)C1C(N(C(O1)=O)C(=O)OC(C)(C)C)CC1=CC(=CC=C1)OC(C(F)F)(F)F (1,1-dimethylethyl(4RS,5SR)-5-(6-fluoropyridin-3-yl)-2-oxo-4-((3-(1,1,2,2-tetrafluoroethoxy)phenyl)methyl)-1,3-oxazolidine-3-carboxylate), [OH-].[Na+] (sodium hydroxide). Run in CO (methanol), CO (methanol). Conditions: time 10 minute. Yields the product FC1=CC=C(C=N1)C(C(CC1=CC(=CC=C1)OC(C(F)F)(F)F)NC(OC(C)(C)C)=O)O (1,1-dimethylethyl(1RS,2SR)-2-(6-fluoropyridin-3-yl)-2-hydroxy-1-((3-(1,1,2,2-tetrafluoroethoxy)phenyl)methyl)ethylcarbamate). Isolated yield 87.2%. RXN SMILES: [F:1][C:2]1[N:7]=[CH:6][C:5]([CH:8]2[O:12]C(=O)[N:10]([C:14]([O:16][C:17]([CH3:20])([CH3:19])[CH3:18])=[O:15])[CH:9]2[CH2:21][C:22]2[CH:27]=[CH:26][CH:25]=[C:24]([O:28][C:29]([F:34])([F:33])[CH:30]([F:32])[F:31])[CH:23]=2)=[CH:4][CH:3]=1.[OH-].[Na+].O>CO>[F:1][C:2]1[N:7]=[CH:6][C:5]([CH:8]([OH:12])[CH:9]([NH:10][C:14](=[O:15])[O:16][C:17]([CH3:18])([CH3:20])[CH3:19])[CH2:21][C:22]2[CH:27]=[CH:26][CH:25]=[C:24]([O:28][C:29]([F:33])([F:34])[CH:30]([F:31])[F:32])[CH:23]=2)=[CH:4][CH:3]=1 |f:1.2|. Procedure: To absolution of 1,1-dimethylethyl(4RS,5SR)-5-(6-fluoropyridin-3-yl)-2-oxo-4-((3-(1,1,2,2-tetrafluoroethoxy)phenyl)methyl)-1,3-oxazolidine-3-carboxylate (2.40 g, 4.91 mmol) in methanol (12 ml) was added a solution of 0.5N sodium hydroxide in methanol (11.8 ml, 5.90 mmol), and the mixture was stirred at room temperature for 10 min. To the reaction solution was added water (50 ml) and the mixture was extracted with ethyl acetate (50 ml×2). The extract was washed with saturated brine, dried over an... Reactants: CC1CC2C3CCC4=C(CCC(=O)C4)C3=CCC2(C)C1C(=O)C1CC1, ClCCl, O=C(c1ccccc1)C(F)(F)F, OO, c1ccncc1. The product is CC1CC2C3CCC45CC(=O)CCC4(O5)C3=CCC2(C)C1C(=O)C1CC1. RXN SMILES: [CH:1]1([C:4](=[O:5])[CH:6]2[C:7]3([CH3:8])[CH:9]([CH2:10][CH:11]2[CH3:12])[CH:13]2[CH2:14][CH2:15][C:16]4=[C:21]([CH2:20][CH2:19][C:18](=[O:25])[CH2:17]4)[C:22]2=[CH:23][CH2:24]3)[CH2:2][CH2:3]1.[Cl:46][CH2:47][Cl:48].[F:32][C:33]([F:34])([F:36])[C:37](=[O:35])[c:38]1[cH:39][cH:40][cH:41][cH:42][cH:43]1.[OH:44][OH:45].[cH:26]1[cH:27][cH:28][n:29][cH:30][cH:31]1>>[CH:1]1([C:4](=[O:5])[CH:6]2[C:7]3([CH3:8])[CH:9]([CH2:10][CH:11]2[CH3:12])[CH:13]2[CH2:14][CH2:15][C:16]45[CH2:17][C:18](=[O:25])[CH2:19][CH2:20][C:21]4([C:22]2=[CH:23][CH2:24]3)[O:35]5)[CH2:2][CH2:3]1. Reaction SMILES: [CH3:1][CH:2]([C:3]([CH2:4][P:5](=[O:6])([O:7][CH3:8])[O:9][CH3:10])=[O:11])[CH2:12][CH2:13][CH2:14][CH3:15].[CH3:44][C:45](=[O:46])[OH:47].[CH:20](=[O:21])[CH:22]1[CH:23]([CH2:31][CH2:32][CH2:33][CH2:34][CH2:35][CH2:36][CH2:37][OH:38])[C:24]2([O:25][CH2:26][CH2:27][O:28]2)[CH2:29][CH2:30]1.[H-:16].[H:18][H:19].[Na+:17].[O:39]1[CH2:40][CH2:41][CH2:42][CH2:43]1>>[CH3:1][CH:2]([C:3]([CH:4]=[CH:20][CH:22]1[CH:23]([CH2:31][CH2:32][CH2:33][CH2:34][CH2:35][CH2:36][CH2:37][OH:38])[C:24]2([O:25][CH2:26][CH2:27][O:28]2)[CH2:29][CH2:30]1)=[O:11])[CH2:12][CH2:13][CH2:14][CH3:15]. The product is CCCCC(C)C(=O)C=CC1CCC2(OCCO2)C1CCCCCCCO. Starting materials: CCCCC(C)C(=O)CP(=O)(OC)OC, CC(=O)O, O=CC1CCC2(OCCO2)C1CCCCCCCO, [H-], [H][H], [Na+], C1CCOC1. The reactants are Cl.CN(C1=C(CCl)C=CC=C1)C (2-dimethylaminobenzylchloride hydrochloride), CC1(C(NC(N1)=S)=S)C (5,5-dimethyl-2,4-dithiohydantoin). Solvent: C(Cl)(Cl)Cl (chloroform). Conditions: time 30 minute. The product is desired compound, CN(C1=C(CSC=2NC(C(N2)=S)(C)C)C=CC=C1)C (2-(2-dimethylaminobenzylthio)-5,5-dimethylimidazolin-4-thione). Reaction SMILES: Cl.[CH3:2][N:3]([CH3:12])[C:4]1[CH:11]=[CH:10][CH:9]=[CH:8][C:5]=1[CH2:6]Cl.[CH3:13][C:14]1([CH3:21])[NH:18][C:17](=[S:19])[NH:16][C:15]1=[S:20]>C(Cl)(Cl)Cl>[CH3:2][N:3]([CH3:12])[C:4]1[CH:11]=[CH:10][CH:9]=[CH:8][C:5]=1[CH2:6][S:19][C:17]1[NH:18][C:14]([CH3:21])([CH3:13])[C:15](=[S:20])[N:16]=1 |f:0.1|. Reported procedure: Initially, 11 g of 2-dimethylaminobenzylchloride hydrochloride was added to a solution of 8 g of 5,5-dimethyl-2,4-dithiohydantoin in 200 mL of chloroform (CHCl3) at about 60° C. The reaction mixture was stirred for 30 minutes and washed with an aqueous solution of NaHCO3, dried over MgSO4, and concentrated in vacuo. The residue was treated following the procedure used for the compound (a). As a result, the desired compound of 2-(2-dimethylaminobenzylthio)-5,5-dimethylimidazolin-4-thione was isol... Starting materials: CC(=CCBr)CBr, OCc1ccc2c(c1)OCO2, COCCOC, [Na]. Product: CC(=CCOCc1ccc2c(c1)OCO2)CBr. RXN SMILES: [Br:13][CH2:14][C:15](=[CH:16][CH2:17][Br:18])[CH3:19].[CH2:2]1[O:3][c:4]2[cH:5][c:6]([CH2:7][OH:8])[cH:9][cH:10][c:11]2[O:12]1.[CH3:20][O:21][CH2:22][CH2:23][O:24][CH3:25].[Na:1]>>[CH2:2]1[O:3][c:4]2[cH:5][c:6]([CH2:7][O:8][CH2:17][CH:16]=[C:15]([CH2:14][Br:13])[CH3:19])[cH:9][cH:10][c:11]2[O:12]1. Reaction conditions: time 2.5 hour. Procedure: A mixture of tert-butyl 1-(6-fluoro-4-(3-methyl-1,2,4-oxadiazol-5-yl)-3-(pyridin-2-yl)quinolin-2-yl)ethylcarbamate (0.246 g, 0.547 mmol) in DCM (1.095 mL) and hydrochloric acid, 4M solution in 1,4-dioxane (2.74 mL, 10.95 mmol) was stirred at rt. After 2.5 h, the mixture was partitioned between DCM (50 mL) and water (50 mL). The acidic aq mixture was washed with DCM (30 mL×2) to remove organic impurities. The aq layer was basified to ˜pH 13 with 10 N NaOH (1.5 mL) and extracted with DCM (50 mL×3)... As a reaction SMILES: [F:1][C:2]1[CH:3]=[C:4]2[C:9](=[CH:10][CH:11]=1)[N:8]=[C:7]([CH:12]([NH:14]C(=O)OC(C)(C)C)[CH3:13])[C:6]([C:22]1[CH:27]=[CH:26][CH:25]=[CH:24][N:23]=1)=[C:5]2[C:28]1[O:32][N:31]=[C:30]([CH3:33])[N:29]=1.O1CCOCC1>C(Cl)Cl.Cl>[F:1][C:2]1[CH:3]=[C:4]2[C:9](=[CH:10][CH:11]=1)[N:8]=[C:7]([CH:12]([NH2:14])[CH3:13])[C:6]([C:22]1[CH:27]=[CH:26][CH:25]=[CH:24][N:23]=1)=[C:5]2[C:28]1[O:32][N:31]=[C:30]([CH3:33])[N:29]=1. Yields the product FC=1C=C2C(=C(C(=NC2=CC1)C(C)N)C1=NC=CC=C1)C1=NC(=NO1)C (1-(6-fluoro-4-(3-methyl-1,2,4-oxadiazol-5-yl)-3-(pyridin-2-yl)-quinolin-2-yl)ethanamine). The solvent is C(Cl)Cl (DCM), Cl (hydrochloric acid). The reactants are FC=1C=C2C(=C(C(=NC2=CC1)C(C)NC(OC(C)(C)C)=O)C1=NC=CC=C1)C1=NC(=NO1)C (tert-butyl 1-(6-fluoro-4-(3-methyl-1,2,4-oxadiazol-5-yl)-3-(pyridin-2-yl)quinolin-2-yl)ethylcarbamate), solution, O1CCOCC1 (1,4-dioxane).